Dataset: the Open Reaction Database (ORD), a public repository of structured organic reaction records. Task: describe an organic reaction: reactants, conditions, products, and yield Starting materials: C(C)OC(C(C)OCC=C)=O (2-Allyloxypropionic acid ethyl ester), [OH-].[Na+] (NaOH). The solvent is O (water). Conditions: time 5.5 hour. Product: C(C=C)OC(C(=O)O)C (2-allyloxypropionic acid). The yield is 79.1%. As a reaction SMILES: C([O:3][C:4](=[O:11])[CH:5]([O:7][CH2:8][CH:9]=[CH2:10])[CH3:6])C.[OH-].[Na+]>O>[CH2:8]([O:7][CH:5]([CH3:6])[C:4]([OH:11])=[O:3])[CH:9]=[CH2:10] |f:1.2|. Reported procedure: 2-Allyloxypropionic acid ethyl ester (147.2 g, 0.93 mol), water (300 ml) and NaOH (44.7 g) were fed into a flask, followed by agitating the mixture for about 5 to 6 hours while the reaction temperature was kept at about 60° C., thereafter dropwise adding conc. hydrochloric acid (90 ml) under ice cooling, extracting the resulting deposited oily substance with isopropyl ether, drying over MgSO4 and carrying out vacuum distillation to obtain 2-allyloxypropionic acid (95.7 g, 108° C./5 mmHg). Yield:... Starting materials: C(C1=CC=CC=C1)N1C2=C(C3=CC=CC=C13)C=C(S2)C(=O)Cl (8-Benzylthieno[2,3-b]indole-2-carbonyl chloride), CN1C2=C(C3=CC=CC=C13)C=C(S2)C(=O)O (8-Methylthieno[2,3-b]indole-2-carboxylic acid). The solvent is O=S(Cl)Cl (SOCl2). Yields the product CN1C2=C(C3=CC=CC=C13)C=C(S2)C(=O)Cl (8-Methylthieno[2,3-b]indole-2-carbonyl chloride). As a reaction SMILES: [CH2:1]([N:8]1[C:16]2[C:11](=[CH:12][CH:13]=[CH:14][CH:15]=2)[C:10]2[CH:17]=[C:18]([C:20]([Cl:22])=[O:21])[S:19][C:9]1=2)C1C=CC=CC=1.CN1C2C(=CC=CC=2)C2C=C(C(O)=O)SC1=2>O=S(Cl)Cl>[CH3:1][N:8]1[C:16]2[C:11](=[CH:12][CH:13]=[CH:14][CH:15]=2)[C:10]2[CH:17]=[C:18]([C:20]([Cl:22])=[O:21])[S:19][C:9]1=2. Procedure details: Preparation as described for (10) from (9) (2.0 g) and 20 ml SOCl2 gave 2.1 g (26) which was used without further purification.